This data is from the Open Reaction Database (ORD), a public repository of structured organic reaction records. The task is: describe an organic reaction: reactants, conditions, products, and yield The reactants are CC(C)(C)OC(=O)N(Cc1ccc(C(F)(F)F)cc1)c1ccc(C=O)cn1, CO, CC(C)[Si](Oc1cnc2[nH]ccc2c1)(C(C)C)C(C)C, [K+], [OH-], O. Product: CC(C)[Si](Oc1cnc2[nH]cc(C(O)c3ccc(N(Cc4ccc(C(F)(F)F)cc4)C(=O)OC(C)(C)C)nc3)c2c1)(C(C)C)C(C)C. RXN SMILES: [C:1]([CH3:2])([CH3:3])([CH3:4])[O:5][C:6]([N:7]([CH2:8][c:9]1[cH:10][cH:11][c:12]([C:15]([F:16])([F:17])[F:18])[cH:13][cH:14]1)[c:19]1[n:20][cH:21][c:22]([CH:25]=[O:26])[cH:23][cH:24]1)=[O:27].[CH3:51][OH:52].[CH:28]([CH3:29])([CH3:30])[Si:31]([O:32][c:33]1[cH:34][c:35]2[c:36]([n:37][cH:38]1)[nH:39][cH:40][cH:41]2)([CH:42]([CH3:43])[CH3:44])[CH:45]([CH3:46])[CH3:47].[K+:49].[OH-:48].[OH2:50]>>[C:1]([CH3:2])([CH3:3])([CH3:4])[O:5][C:6]([N:7]([CH2:8][c:9]1[cH:10][cH:11][c:12]([C:15]([F:16])([F:17])[F:18])[cH:13][cH:14]1)[c:19]1[n:20][cH:21][c:22]([CH:25]([OH:26])[c:41]2[c:35]3[cH:34][c:33]([O:32][Si:31]([CH:28]([CH3:29])[CH3:30])([CH:42]([CH3:43])[CH3:44])[CH:45]([CH3:46])[CH3:47])[cH:38][n:37][c:36]3[nH:39][cH:40]2)[cH:23][cH:24]1)=[O:27]. Reactants: CC1=C(N=C(O1)C1=CC=CC=C1)CCC1=CC=C(C=C1)/C=C/C=C/C(=O)OCC (Ethyl (E,E)-5-[4-[2-(5-methyl-2-phenyl-4-oxazolyl)ethyl]phenyl]-2,4pentadienoate), [H-].C(C(C)C)[Al+]CC(C)C (diisobutylaluminum hydride). Product: CC1=C(N=C(O1)C1=CC=CC=C1)CCC1=CC=C(C=C1)/C=C/C=C/CO ((E,E)-5-[4-[2-(5-methyl-2-phenyl4-oxazolyl)ethyl]phenyl]-2,4-pentadien-1-ol). As a reaction SMILES: [CH3:1][C:2]1[O:6][C:5]([C:7]2[CH:12]=[CH:11][CH:10]=[CH:9][CH:8]=2)=[N:4][C:3]=1[CH2:13][CH2:14][C:15]1[CH:20]=[CH:19][C:18](/[CH:21]=[CH:22]/[CH:23]=[CH:24]/[C:25](OCC)=[O:26])=[CH:17][CH:16]=1.[H-].C([Al+]CC(C)C)C(C)C>>[CH3:1][C:2]1[O:6][C:5]([C:7]2[CH:8]=[CH:9][CH:10]=[CH:11][CH:12]=2)=[N:4][C:3]=1[CH2:13][CH2:14][C:15]1[CH:16]=[CH:17][C:18](/[CH:21]=[CH:22]/[CH:23]=[CH:24]/[CH2:25][OH:26])=[CH:19][CH:20]=1 |f:1.2|. Reported procedure: Ethyl (E,E)-5-[4-[2-(5-methyl-2-phenyl-4-oxazolyl)ethyl]phenyl]-2,4pentadienoate was reduced with diisobutylaluminum hydride in the same manner as in Reference Example 22 to yield (E,E)-5-[4-[2-(5-methyl-2-phenyl4-oxazolyl)ethyl]phenyl]-2,4-pentadien-1-ol, which was then recrystallized from ethyl acetate-hexane to yield colorless prisms having a melting point of 117°-118° C. The reactants are C(C1=CC=CC=C1)[C@]1(C(N(C(O1)=O)[C@H](C)C1=CC=CC=C1)=O)C(=O)NCC(C1=CC=CC=C1)O ((5R)-5-Benzyl-N-(2-hydroxy-2-phenylethyl)-2,4-dioxo-3-[(1R)-1-phenylethyl]-1,3-oxazolidine-5-carboxamide), CC(=O)OI1(C=2C=CC=CC2C(=O)O1)(OC(=O)C)OC(=O)C (Dess-Martin periodinane), C([O-])(O)=O.[Na+] (sodium bicarbonate), S(=S)(=O)([O-])[O-].[Na+].[Na+] (sodium thiosulfate). The solvent is ClCCl (dichloromethane). Run at time 30 minute. Yields the product C(C1=CC=CC=C1)[C@]1(C(N(C(O1)=O)[C@H](C)C1=CC=CC=C1)=O)C(=O)NCC(C1=CC=CC=C1)=O ((5R)-5-Benzyl-2,4-dioxo-N-(2-oxo-2-phenylethyl)-3-[(1R)-1-phenylethyl]-1,3-oxazolidine-5-carboxamide). Reaction SMILES: [CH2:1]([C@:8]1([C:23]([NH:25][CH2:26][CH:27]([OH:34])[C:28]2[CH:33]=[CH:32][CH:31]=[CH:30][CH:29]=2)=[O:24])[O:12][C:11](=[O:13])[N:10]([C@@H:14]([C:16]2[CH:21]=[CH:20][CH:19]=[CH:18][CH:17]=2)[CH3:15])[C:9]1=[O:22])[C:2]1[CH:7]=[CH:6][CH:5]=[CH:4][CH:3]=1.CC(OI1(OC(C)=O)(OC(C)=O)OC(=O)C2C=CC=CC1=2)=O.C(=O)(O)[O-].[Na+].S([O-])([O-])(=O)=S.[Na+].[Na+]>ClCCl>[CH2:1]([C@:8]1([C:23]([NH:25][CH2:26][C:27](=[O:34])[C:28]2[CH:29]=[CH:30][CH:31]=[CH:32][CH:33]=2)=[O:24])[O:12][C:11](=[O:13])[N:10]([C@@H:14]([C:16]2[CH:21]=[CH:20][CH:19]=[CH:18][CH:17]=2)[CH3:15])[C:9]1=[O:22])[C:2]1[CH:7]=[CH:6][CH:5]=[CH:4][CH:3]=1 |f:2.3,4.5.6|. Procedure details: To the product from Step A (100 mg, 0.218 mmol) in dichloromethane (3 mL) was added Dess-Martin periodinane (143 mg, 0.327 mmol) and the mixture was stirred for 30 min. A 1:1 mixture of saturated aqueous sodium bicarbonate and saturated aqueous sodium thiosulfate (10 mL) was added and the mixture was stirred rapidly for 15 min. The layers were separated and the aqueous phase extracted with dichloromethane (3×10 mL). The combined organic phases were washed with saturated aqueous brine (1×15 mL), ... Starting materials: Br.C(C1=CC=CC=C1)OC1=CC=C(C=C1)C=1N=C(SC1)N (4-(4-benzyloxy-phenyl)-thiazol-2-ylamine hydrobromide), C1(=CC=C(C=C1)S(=O)(=O)Cl)C (p-toluenesulfonyl chloride), Cl (hydrochloric acid). The solvent is N1=CC=CC=C1 (pyridine). Reaction conditions: time 30 minute. The product is C(C1=CC=CC=C1)OC1=CC=C(C=C1)C=1N=C(SC1)NS(=O)(=O)C1=CC=C(C=C1)C (N-[4-(4-benzyloxy-phenyl)-thiazol-2-yl]-4-methyl-benzenesulfonamide). The yield is 36.6%. As a reaction SMILES: Br.[CH2:2]([O:9][C:10]1[CH:15]=[CH:14][C:13]([C:16]2[N:17]=[C:18]([NH2:21])[S:19][CH:20]=2)=[CH:12][CH:11]=1)[C:3]1[CH:8]=[CH:7][CH:6]=[CH:5][CH:4]=1.[C:22]1([CH3:32])[CH:27]=[CH:26][C:25]([S:28](Cl)(=[O:30])=[O:29])=[CH:24][CH:23]=1.Cl>N1C=CC=CC=1>[CH2:2]([O:9][C:10]1[CH:15]=[CH:14][C:13]([C:16]2[N:17]=[C:18]([NH:21][S:28]([C:25]3[CH:26]=[CH:27][C:22]([CH3:32])=[CH:23][CH:24]=3)(=[O:30])=[O:29])[S:19][CH:20]=2)=[CH:12][CH:11]=1)[C:3]1[CH:4]=[CH:5][CH:6]=[CH:7][CH:8]=1 |f:0.1|. Procedure: A mixture of 0.5 g of 4-(4-benzyloxy-phenyl)-thiazol-2-ylamine hydrobromide with 0.29 g of p-toluenesulfonyl chloride was stirred for 4 hours with 2 ml of pyridine. The resulting, red colored suspension was poured into 30 ml of 1N hydrochloric acid and the mixture was extracted with methylene chloride. The organic phase was dried with magnesium sulphate and concentrated. The residue was dissolved in a mixture of 20 ml of ethanol and 20 ml of 2N sodium hydroxide solution. After the addition of 0.... Starting materials: B, COC(=O)CCC(=O)c1c(C)[nH]c2ccccc12, CCOC(C)=O, C1CCOC1. Yields the product COC(=O)CCCc1c(C)[nH]c2ccccc12. As a reaction SMILES: [BH3:19].[CH3:1][c:2]1[nH:3][c:4]2[cH:5][cH:6][cH:7][cH:8][c:9]2[c:10]1[C:11]([CH2:12][CH2:13][C:14](=[O:15])[O:16][CH3:17])=[O:18].[CH3:20][CH2:21][O:22][C:23](=[O:24])[CH3:25].[O:26]1[CH2:27][CH2:28][CH2:29][CH2:30]1>>[CH3:1][c:2]1[nH:3][c:4]2[cH:5][cH:6][cH:7][cH:8][c:9]2[c:10]1[CH2:11][CH2:12][CH2:13][C:14](=[O:15])[O:16][CH3:17]. Run at temperature 120 celsius. Solvent: COCCOC (1,2-dimethoxyethane). RXN SMILES: Br[C:2]1[CH:3]=[CH:4][C:5]([O:17][CH2:18][C:19]2[CH:24]=[CH:23][C:22]([F:25])=[C:21]([F:26])[CH:20]=2)=[C:6]([CH:16]=1)[C:7]([NH:9][C:10]1[CH:11]=[N:12][CH:13]=[CH:14][CH:15]=1)=[O:8].CC1(C)C(C)(C)OB([C:35]2[CH:36]=[N:37][N:38](C(OC(C)(C)C)=O)[CH:39]=2)O1.C(=O)([O-])[O-].[Na+].[Na+]>C1C=CC([P]([Pd]([P](C2C=CC=CC=2)(C2C=CC=CC=2)C2C=CC=CC=2)([P](C2C=CC=CC=2)(C2C=CC=CC=2)C2C=CC=CC=2)[P](C2C=CC=CC=2)(C2C=CC=CC=2)C2C=CC=CC=2)(C2C=CC=CC=2)C2C=CC=CC=2)=CC=1.COCCOC>[F:26][C:21]1[CH:20]=[C:19]([CH2:18][O:17][C:5]2[CH:4]=[CH:3][C:2]([C:39]3[NH:38][N:37]=[CH:36][CH:35]=3)=[CH:16][C:6]=2[C:7]([NH:9][C:10]2[CH:11]=[N:12][CH:13]=[CH:14][CH:15]=2)=[O:8])[CH:24]=[CH:23][C:22]=1[F:25] |f:2.3.4,^1:57,59,78,97|. Product: FC=1C=C(C=CC1F)COC1=C(C(=O)NC=2C=NC=CC2)C=C(C=C1)C1=CC=NN1 (2-{[(3,4-Difluorophenyl)methyl]oxy}-5-(1H-pyrazol-5-yl)-N-3-pyridinylbenzamide). Procedure: To a microwave vial was added 5-bromo-2-{[(3,4-difluorophenyl)methyl]oxy}-N-3-pyridinylbenzamide (may be prepared as described in Example 60; 120 mg, 0.29 mmol), 1,1-dimethylethyl 4-(4,4,5,5-tetramethyl-1,3,2-dioxaborolan-2-yl)-1H-pyrazole-1-carboxylate (93 mg, 0.32 mmol), 1,2-dimethoxyethane (2 ml), 1M sodium carbonate (0.57 ml, 0.57 mmol) and tetrakis(triphenylphosphine)palladium(0) (19.85 mg, 0.02 mmol). The vial was sealed and heated to 120° C. for 25 min under microwave conditions. The mixt... Reagents/catalysts: C=1C=CC(=CC1)[P](C=2C=CC=CC2)(C=3C=CC=CC3)[Pd]([P](C=4C=CC=CC4)(C=5C=CC=CC5)C=6C=CC=CC6)([P](C=7C=CC=CC7)(C=8C=CC=CC8)C=9C=CC=CC9)[P](C=1C=CC=CC1)(C=1C=CC=CC1)C=1C=CC=CC1 (tetrakis(triphenylphosphine)palladium(0)). Reactants: BrC=1C=CC(=C(C(=O)NC=2C=NC=CC2)C1)OCC1=CC(=C(C=C1)F)F (5-bromo-2-{[(3,4-difluorophenyl)methyl]oxy}-N-3-pyridinylbenzamide), CC1(OB(OC1(C)C)C=1C=NN(C1)C(=O)OC(C)(C)C)C (1,1-dimethylethyl 4-(4,4,5,5-tetramethyl-1,3,2-dioxaborolan-2-yl)-1H-pyrazole-1-carboxylate), C([O-])([O-])=O.[Na+].[Na+] (sodium carbonate).